Task: describe an organic reaction: reactants, conditions, products, and yield. Dataset: the Open Reaction Database (ORD), a public repository of structured organic reaction records The reactants are O=C1CC(=O)C2CCC1C2, ClCCl, CS(=O)(=O)c1ccc(C(=O)Cl)c([N+](=O)[O-])c1. Product: CS(=O)(=O)c1ccc(C(=O)C2C(=O)C3CCC(C3)C2=O)c([N+](=O)[O-])c1. Reaction SMILES: [CH:1]12[C:2](=[O:10])[CH2:3][C:4](=[O:9])[CH:5]([CH2:6][CH2:7]1)[CH2:8]2.[Cl:27][CH2:28][Cl:29].[N+:11](=[O:12])([O-:13])[c:14]1[c:15]([C:16](=[O:17])[Cl:18])[cH:19][cH:20][c:21]([S:23](=[O:24])(=[O:25])[CH3:26])[cH:22]1>>[CH:1]12[C:2](=[O:10])[CH:3]([C:16]([c:15]3[c:14]([N+:11](=[O:12])[O-:13])[cH:22][c:21]([S:23](=[O:24])(=[O:25])[CH3:26])[cH:20][cH:19]3)=[O:17])[C:4](=[O:9])[CH:5]([CH2:6][CH2:7]1)[CH2:8]2. The reactants are C(C)OCC (Diethyl ether), Cl (HCl), C(C)(C)(C)OC(=O)N(CCC1=C(C=C(C(=C1)OC)NC(=O)NC1=NC=C(N=C1)C#N)Cl)CC1=CC=C(C=C1)N1CCN(CC1)C(=O)OC(C)(C)C (tert-butyl 4-(4-((tert-butoxycarbonyl (2-chloro-4-(3-(5-cyanopyrazin-2-yl)ureido)-5-methoxy-phenethyl)amino)methyl)phenyl)piperazine-1-carboxylate). The solvent is O1CCOCC1 (1,4-dioxane), C(C)#N (acetonitrile). Reaction conditions: time 1 hour. The product is Cl.Cl.ClC=1C(=CC(=C(C1)NC(=O)NC1=NC=C(N=C1)C#N)OC)CCNCC1=CC=C(C=C1)N1CCNCC1 (1-(5-chloro-2-methoxy-4-(2-(4-(piperazin-1-yl)benzylamino)ethyl)phenyl)-3-(5-cyanopyrazin-2-yl)urea dihydrochloride). Isolated yield 60.0%. As a reaction SMILES: [ClH:1].C(OC([N:9]([CH2:33][C:34]1[CH:39]=[CH:38][C:37]([N:40]2[CH2:45][CH2:44][N:43](C(OC(C)(C)C)=O)[CH2:42][CH2:41]2)=[CH:36][CH:35]=1)[CH2:10][CH2:11][C:12]1[CH:17]=[C:16]([O:18][CH3:19])[C:15]([NH:20][C:21]([NH:23][C:24]2[CH:29]=[N:28][C:27]([C:30]#[N:31])=[CH:26][N:25]=2)=[O:22])=[CH:14][C:13]=1[Cl:32])=O)(C)(C)C.C(OCC)C>O1CCOCC1.C(#N)C>[ClH:32].[ClH:1].[Cl:32][C:13]1[C:12]([CH2:11][CH2:10][NH:9][CH2:33][C:34]2[CH:39]=[CH:38][C:37]([N:40]3[CH2:45][CH2:44][NH:43][CH2:42][CH2:41]3)=[CH:36][CH:35]=2)=[CH:17][C:16]([O:18][CH3:19])=[C:15]([NH:20][C:21]([NH:23][C:24]2[CH:29]=[N:28][C:27]([C:30]#[N:31])=[CH:26][N:25]=2)=[O:22])[CH:14]=1 |f:5.6.7|. Procedure: A 3 N HCl solution in 1,4-dioxane (0.4 mL) was slowly added to a solution of tert-butyl 4-(4-((tert-butoxycarbonyl (2-chloro-4-(3-(5-cyanopyrazin-2-yl)ureido)-5-methoxy-phenethyl)amino)methyl)phenyl)piperazine-1-carboxylate (0.1 g) in acetonitrile (5 mL) at 0° C. The mixture was allowed to warm to room temperature and then stirring continued for one hour. Diethyl ether (25 mL) was added and after stirring continued for 15 minutes then the supernatant was decanted and the resulting solid was trit... As a reaction SMILES: [F:1][C:2]1[CH:7]=[CH:6][C:5]([CH:8]([C:14]([O:16]CC)=[O:15])[C:9]([O:11]CC)=[O:10])=[CH:4][CH:3]=1.[OH-].[Na+].Cl>>[F:1][C:2]1[CH:7]=[CH:6][C:5]([CH:8]([C:9]([OH:11])=[O:10])[C:14]([OH:16])=[O:15])=[CH:4][CH:3]=1 |f:1.2|. Reported procedure: A mixture of diethyl 2-(4-fluorophenyl)malonate (2.98 g, 8.204 mmol, Intermediate 59, step a) and an aqueous 3 M NaOH solution (5 mL) were stirred in a 50° C. oil bath for 48 hours, cooled to RT, poured into ice water and acidified with 6N HCl. The aqueous mixture was extracted with EtOAc. The EtOAc extract was dried over Na2SO4, filtered, and evaporated in vacuo to provide the title compound. Reaction conditions: temperature 50 celsius, time 48 hour. Product: FC1=CC=C(C=C1)C(C(=O)O)C(=O)O (2-(4-Fluorophenyl)malonic acid). The reactants are FC1=CC=C(C=C1)C(C(=O)OCC)C(=O)OCC (diethyl 2-(4-fluorophenyl)malonate), Intermediate 59, [OH-].[Na+] (NaOH), ice water, Cl (HCl). The reactants are Cl (hydrochloric acid), NC1=CC(=C(C=C1)N1CCC(CC1)N1C(OCC2=C1C=CC=C2)=O)Cl (1-[1-(4-Amino-2-chlorophenyl)piperidin-4-yl]-1,4-dihydro-2H-3,1-benzoxazin-2-one), N1C(=NC=C1)C=O (2-imidazolecarboxaldehyde), C(C)(=O)O[BH-](OC(C)=O)OC(C)=O.[Na+] (sodium triacetoxyborohydride), C([O-])(O)=O.[Na+] (sodium bicarbonate). Solvent: C(C)(=O)O (acetic acid), CN1C(CCC1)=O (1-methyl-2-pyrrolidinone). Conditions: time 3 day. Product: ClC1=C(C=CC(=C1)NCC=1NC=CN1)N1CCC(CC1)N1C(OCC2=C1C=CC=C2)=O (1-(1-{2-Chloro-4-[(1H-imidazol-2-ylmethyl)amino]phenyl}piperidin-4-yl)-1,4-dihydro-2H-3,1-benzoxazin-2-one). Reaction SMILES: [NH2:1][C:2]1[CH:7]=[CH:6][C:5]([N:8]2[CH2:13][CH2:12][CH:11]([N:14]3[C:19]4[CH:20]=[CH:21][CH:22]=[CH:23][C:18]=4[CH2:17][O:16][C:15]3=[O:24])[CH2:10][CH2:9]2)=[C:4]([Cl:25])[CH:3]=1.[NH:26]1[CH:30]=[CH:29][N:28]=[C:27]1[CH:31]=O.C(O[BH-](OC(=O)C)OC(=O)C)(=O)C.[Na+].Cl.C(=O)(O)[O-].[Na+]>CN1CCCC1=O.C(O)(=O)C>[Cl:25][C:4]1[CH:3]=[C:2]([NH:1][CH2:31][C:27]2[NH:26][CH:30]=[CH:29][N:28]=2)[CH:7]=[CH:6][C:5]=1[N:8]1[CH2:9][CH2:10][CH:11]([N:14]2[C:19]3[CH:20]=[CH:21][CH:22]=[CH:23][C:18]=3[CH2:17][O:16][C:15]2=[O:24])[CH2:12][CH2:13]1 |f:2.3,5.6|. Procedure details: The product of example 120 step (ii) (0.25 g) was dissolved in 1-methyl-2-pyrrolidinone (6 ml) and this solution was treated with 2-imidazolecarboxaldehyde (0.1 g) followed by acetic acid (0.13 g) and then sodium triacetoxyborohydride (0.37 g). the reaction mixture was stirred at room temperature for three days. At the end of this time the mixture was poured in to excess aqueous dilute hydrochloric acid, this solution was allowed to stand for 10 minutes before being basified by addition of exces... Starting materials: O=C([O-])O, CCn1cc(C(=O)O)c(=O)c2cc(F)c(N3CCN(CC(=O)c4ccccc4)CC3)cc21, CO, ClCCl, Cl, NO, [Na+], O. Product: CCn1cc(C(=O)O)c(=O)c2cc(F)c(N3CCN(CC(=NO)c4ccccc4)CC3)cc21. RXN SMILES: [C:36](=[O:37])([OH:38])[O-:39].[CH2:1]([CH3:2])[n:3]1[cH:4][c:5]([C:30](=[O:31])[OH:32])[c:6](=[O:29])[c:7]2[cH:8][c:9]([F:28])[c:10]([N:13]3[CH2:14][CH2:15][N:16]([CH2:19][C:20](=[O:21])[c:22]4[cH:23][cH:24][cH:25][cH:26][cH:27]4)[CH2:17][CH2:18]3)[cH:11][c:12]12.[CH3:44][OH:45].[Cl:41][CH2:42][Cl:43].[ClH:33].[NH2:34][OH:35].[Na+:40].[OH2:46]>>[CH2:1]([CH3:2])[n:3]1[cH:4][c:5]([C:30](=[O:31])[OH:32])[c:6](=[O:29])[c:7]2[cH:8][c:9]([F:28])[c:10]([N:13]3[CH2:14][CH2:15][N:16]([CH2:19][C:20]([c:22]4[cH:23][cH:24][cH:25][cH:26][cH:27]4)=[N:34][OH:35])[CH2:17][CH2:18]3)[cH:11][c:12]12.